Dataset: the Open Reaction Database (ORD), a public repository of structured organic reaction records. Task: describe an organic reaction: reactants, conditions, products, and yield Starting materials: FC=1C=C(C=CC1C(F)(F)F)C1=NC=2N(C(=C1)C(F)(F)F)N=CC2C(=O)O (5-(3-fluoro-4-trifluoromethyl-phenyl)-7-trifluoromethyl-pyrazolo[1,5-a]pyrimidine-3-carboxylic acid), NC1=NC=C(C(=N)NO)C=C1 (6-amino-N-hydroxy-nicotinamidine). Yields the product FC=1C=C(C=CC1C(F)(F)F)C1=NC=2N(C(=C1)C(F)(F)F)N=CC2C2=NC(=NO2)C=2C=CC(=NC2)N (5-{5-[5-(3-Fluoro-4-trifluoromethyl-phenyl)-7-trifluoromethyl-pyrazolo[1,5-a]pyrimidin-3-yl]-[1,2,4]oxadiazol-3-yl}-pyridin-2-ylamine). As a reaction SMILES: [F:1][C:2]1[CH:3]=[C:4]([C:12]2[CH:17]=[C:16]([C:18]([F:21])([F:20])[F:19])[N:15]3[N:22]=[CH:23][C:24]([C:25](O)=[O:26])=[C:14]3[N:13]=2)[CH:5]=[CH:6][C:7]=1[C:8]([F:11])([F:10])[F:9].[NH2:28][C:29]1[CH:38]=[CH:37][C:32]([C:33]([NH:35]O)=[NH:34])=[CH:31][N:30]=1>>[F:1][C:2]1[CH:3]=[C:4]([C:12]2[CH:17]=[C:16]([C:18]([F:20])([F:21])[F:19])[N:15]3[N:22]=[CH:23][C:24]([C:25]4[O:26][N:35]=[C:33]([C:32]5[CH:37]=[CH:38][C:29]([NH2:28])=[N:30][CH:31]=5)[N:34]=4)=[C:14]3[N:13]=2)[CH:5]=[CH:6][C:7]=1[C:8]([F:9])([F:11])[F:10]. Reported procedure: The title compound was prepared from 5-(3-fluoro-4-trifluoromethyl-phenyl)-7-trifluoromethyl-pyrazolo[1,5-a]pyrimidine-3-carboxylic acid (example C.18) (197 mg, 0.5 mmol) and 6-amino-N-hydroxy-nicotinamidine (example B.4) (114 mg, 0.75 mmol) according to general procedure II. Obtained after flash chromatography on silica gel (ethyl acetate/heptane) and further purification by crystallization (dichloromethane/hexane) as a yellow solid (95 mg, 37%). MS (ISP) 510.3 [(M+H)+]; mp 233° C. Starting materials: [N+](=O)([O-])C1=CC=C(COC(=O)NCCOC(=O)C=CSC2=C(N3C([C@H]([C@H]3C2)[C@H](C)O)=O)C(=O)OCC2=CC=C(C=C2)[N+](=O)[O-])C=C1 (p-Nitrobenzyl (5R,6R)-3-[2-(2-p-nitrobenzyloxycarbonylaminoethoxycarbonyl)ethenylthio]-6-[(S)-1-hydroxyethyl]-7-oxo-1-azabicyclo[3.2.0]hept-2-ene-2-carboxylate), [H][H] (hydrogen). The reagents and catalysts are [Pd] (palladium on charcoal). Run in O1CCOCC1 (dioxan), P(=O)([O-])([O-])[O-] (phosphate). The product is O[C@@H](C)C1C2CC=C(N2C1=O)C(=O)O (6-[(S)-1-hydroxyethyl]-7-oxo-1-azabicyclo[3.2.0]hept-2-ene-2-carboxylic acid). As a reaction SMILES: [N+](C1C=CC(COC(NCCOC(C=CS[C:21]2[CH2:27][C@H:26]3[N:23]([C:24](=[O:31])[C@H:25]3[C@@H:28]([OH:30])[CH3:29])[C:22]=2[C:32]([O:34]CC2C=CC([N+]([O-])=O)=CC=2)=[O:33])=O)=O)=CC=1)([O-])=O.[H][H]>O1CCOCC1.P([O-])([O-])([O-])=O.[Pd]>[OH:30][C@H:28]([CH:25]1[C:24](=[O:31])[N:23]2[CH:26]1[CH2:27][CH:21]=[C:22]2[C:32]([OH:34])=[O:33])[CH3:29]. Procedure details: The ester (e29) (150 mg) was dissolved in a mixture of dioxan (10 ml) and 0.05 M pH7 phosphate buffer (4.5 ml), and the solution was shaken with 5% palladium on charcoal (200 mg) in an atmosphere of hydrogen for 2 hours. The mixture was filtered over Celite, washed with water (20 ml), and the solution was then concentrated in vacuo to a volume of ca. 20 ml. The solution was washed with ethyl acetate (4×25 ml), and was then freeze-dried to afford (5R,6R)-3-[2-(Z)-2-aminoethoxycarbonyl)ethenylthio... Starting materials: [H-].C(C(C)C)[Al+]CC(C)C (diisobutylaluminium hydride), base, Cl.C1(CCCC1)CCC1CC(C(CC1)(O)C1=CC(=CC=C1)OC)CN(C)C ((1RS,2RS,4SR)-4-(cyclopentyl-ethyl)-2-dimethylaminomethyl-1-(3-methoxyphenyl)-cyclohexanol hydrochloride), C(C)O (ethanol), C[Si](Cl)(C)C.O (trimethylchlorosilane water). The solvent is C(C)(=O)OCC (ethyl acetate), C1(=CC=CC=C1)C (toluene), C(C)O.O (ethanol water), C1(=CC=CC=C1)C (toluene), C1(=CC=CC=C1)C (toluene). Conditions: time 6.5 hour. Product: Cl.C1(CCCC1)CCC1CC(C(CC1)(O)C=1C=C(C=CC1)O)CN(C)C ((1RS,2RS,4SR)-3-[4-(2-cyclopentyl-ethyl)-2-dimethylaminomethyl-1-hydroxy-cyclohexyl]-phenol hydrochloride). As a reaction SMILES: Cl.[CH:2]1([CH2:7][CH2:8][CH:9]2[CH2:14][CH2:13][C:12]([C:16]3[CH:21]=[CH:20][CH:19]=[C:18]([O:22]C)[CH:17]=3)([OH:15])[CH:11]([CH2:24][N:25]([CH3:27])[CH3:26])[CH2:10]2)[CH2:6][CH2:5][CH2:4][CH2:3]1.[H-].C([Al+]CC(C)C)C(C)C.C(O)C.C[Si](C)(C)[Cl:43].O>C1(C)C=CC=CC=1.C(OCC)(=O)C.C(O)C.O>[ClH:43].[CH:2]1([CH2:7][CH2:8][CH:9]2[CH2:14][CH2:13][C:12]([C:16]3[CH:17]=[C:18]([OH:22])[CH:19]=[CH:20][CH:21]=3)([OH:15])[CH:11]([CH2:24][N:25]([CH3:27])[CH3:26])[CH2:10]2)[CH2:6][CH2:5][CH2:4][CH2:3]1 |f:0.1,2.3,5.6,9.10,11.12|. Procedure: The reaction was conducted in a nitrogen atmosphere with the exclusion of moisture. 1.44 g (4 mmole) of the base of compound (52) were dissolved in 15 ml toluene. 25 ml of 20% diisobutylaluminium hydride in toluene (35 mmole) were added drop-wise with stirring. The mixture was subsequently boiled for 6.5 hours under reflux and was cooled. 5 ml ethanol, followed by 5 ml of 1:1 ethanol/water and 35 ml toluene, were added drop-wise at a temperature between 0° C. and 10° C. After stirring for one ho... Reactants: C12CNCC(CC1)C2N(CC2=NC=CC=C2C)CC2=NC=CC=C2C ((3-aza-bicyclo[3.2.1]oct-8-yl)-bis-(3-methyl-pyridin-2-ylmethyl)-amine), C1(=CC=CC=C1)OC(=O)NO (hydroxylaminecarboxylic acid phenyl ester), O (Water). Solvent: C1CCOC1 (THF). Yields the product ONC(=O)N1CC2CCC(C1)C2N(CC2=NC=CC=C2C)CC2=NC=CC=C2C (8-[bis-(3-methyl-pyridin-2-ylmethyl)-amino]-3-aza-bicyclo[3.2.1]octane-3-carboxylic acid hydroxyamide). Yield: 74.5%. Reaction SMILES: [CH:1]12[CH:8]([N:9]([CH2:18][C:19]3[C:24]([CH3:25])=[CH:23][CH:22]=[CH:21][N:20]=3)[CH2:10][C:11]3[C:16]([CH3:17])=[CH:15][CH:14]=[CH:13][N:12]=3)[CH:5]([CH2:6][CH2:7]1)[CH2:4][NH:3][CH2:2]2.C1([O:32][C:33]([NH:35][OH:36])=O)C=CC=CC=1.O>C1COCC1>[OH:36][NH:35][C:33]([N:3]1[CH2:4][CH:5]2[CH:8]([N:9]([CH2:10][C:11]3[C:16]([CH3:17])=[CH:15][CH:14]=[CH:13][N:12]=3)[CH2:18][C:19]3[C:24]([CH3:25])=[CH:23][CH:22]=[CH:21][N:20]=3)[CH:1]([CH2:7][CH2:6]2)[CH2:2]1)=[O:32]. Procedure details: A mixture of (3-aza-bicyclo[3.2.1]oct-8-yl)-bis-(3-methyl-pyridin-2-ylmethyl)-amine (0.064 g, 0.19 mmol) and hydroxylaminecarboxylic acid phenyl ester (PhOCONHOH) (0.058 g, 0.38 mmol) in dry THF (4 mL) was heated at reflux overnight. Water (10 mL) was then added, and the mixture was extracted with EtOAc (20 mL) and CH2Cl2 (2×20 mL). The extracts were combined and dried over anhydrous Na2SO4. After filtration the solvent was removed by evaporation under vacuum, and the residue was purified by fla... Starting materials: O=c1[nH]c(=O)n(CCO)c2ccccc12, O=S(Cl)Cl. Yields the product O=c1[nH]c(=O)n(CCCl)c2ccccc12. RXN SMILES: [OH:1][CH2:2][CH2:3][n:4]1[c:5](=[O:15])[nH:6][c:7](=[O:14])[c:8]2[cH:9][cH:10][cH:11][cH:12][c:13]12.[S:16]([Cl:17])([Cl:18])=[O:19]>>[CH2:2]([CH2:3][n:4]1[c:5](=[O:15])[nH:6][c:7](=[O:14])[c:8]2[cH:9][cH:10][cH:11][cH:12][c:13]12)[Cl:18]. Starting materials: ClC1=CC=C(COCCCl)C=C1 (2-(4-chlorobenzyloxy)ethyl chloride), O (water), C([O-])([O-])=O.[K+].[K+] (potassium carbonate), CN1C(NC(C=2N(C=NC12)C(C1=CC=CC=C1)(C1=CC=CC=C1)C1=CC=CC=C1)=O)=O (3-methyl-7-tritylxanthine), ClC1=CC=C(COCCCl)C=C1 (2-(4-chlorobenzyloxy)ethyl chloride). Run at time 1 hour. Run in CN1C(CCC1)=O (N-methylpyrrolidone). The product is ClC1=CC=C(COCCN2C(=O)N(C=3N=CN(C3C2=O)C(C2=CC=CC=C2)(C2=CC=CC=C2)C2=CC=CC=C2)C)C=C1 (1-(2-(4-Chlorobenzyloxy)ethyl)-3-methyl-7-tritylxanthine). Reported procedure: 1.3 g (9.44 mmol) of potassium carbonate were added at 60° C. to a solution of 2.4 g (5.9 mmol) of 3-methyl-7-tritylxanthine (prepared according to Example 17a) in 50 ml of N-methylpyrrolidone and the mixture was stirred at this temperature for one hour. 1.57 g (7.67 mmol) of 2-(4-chlorobenzyloxy)ethyl chloride were then added dropwise and the mixture was stirred at 80° C. for one hour. A further 1.0 g (4.9 mmol) of 2-(4-chlorobenzyloxy)ethyl chloride was then added and the mixture was stirred a... As a reaction SMILES: C(=O)([O-])[O-].[K+].[K+].[CH3:7][N:8]1[C:16]2[N:15]=[CH:14][N:13]([C:17]([C:30]3[CH:35]=[CH:34][CH:33]=[CH:32][CH:31]=3)([C:24]3[CH:29]=[CH:28][CH:27]=[CH:26][CH:25]=3)[C:18]3[CH:23]=[CH:22][CH:21]=[CH:20][CH:19]=3)[C:12]=2[C:11](=[O:36])[NH:10][C:9]1=[O:37].[Cl:38][C:39]1[CH:49]=[CH:48][C:42]([CH2:43][O:44][CH2:45][CH2:46]Cl)=[CH:41][CH:40]=1.O>CN1CCCC1=O>[Cl:38][C:39]1[CH:40]=[CH:41][C:42]([CH2:43][O:44][CH2:45][CH2:46][N:10]2[C:11](=[O:36])[C:12]3[N:13]([C:17]([C:24]4[CH:29]=[CH:28][CH:27]=[CH:26][CH:25]=4)([C:30]4[CH:31]=[CH:32][CH:33]=[CH:34][CH:35]=4)[C:18]4[CH:19]=[CH:20][CH:21]=[CH:22][CH:23]=4)[CH:14]=[N:15][C:16]=3[N:8]([CH3:7])[C:9]2=[O:37])=[CH:48][CH:49]=1 |f:0.1.2|. The reactants are OS(=O)(=O)O (H2SO4), NC=1C(=C(C#N)C(=CC1)Cl)Cl (3-amino-2,6-dichlorobenzonitrile), N(=O)[O-].[Na+] (sodium nitrite), CuBr, Br (HBr). Run in C(C)(=O)O (acetic acid). Run at temperature 0 celsius, time 30 minute. The product is BrC=1C(=C(C#N)C(=CC1)Cl)Cl (3-bromo-2,6-dichlorobenzonitrile). RXN SMILES: OS(O)(=O)=O.N([O-])=O.[Na+].N[C:11]1[C:12]([Cl:20])=[C:13]([C:16]([Cl:19])=[CH:17][CH:18]=1)[C:14]#[N:15].[BrH:21]>C(O)(=O)C>[Br:21][C:11]1[C:12]([Cl:20])=[C:13]([C:16]([Cl:19])=[CH:17][CH:18]=1)[C:14]#[N:15] |f:1.2|. Procedure details: To 1 mL of conc. H2SO4 was portionwise added sodium nitrite (1.38 mmol). After complete dissolution, a solution of 3-amino-2,6-dichlorobenzonitrile (1.24 mmol) in 2.5 mL glacial acetic acid was added at 0° C. After 30 min at 0° C., a precooled solution of CuBr (2.76 mmol) in 0.5 mL HBr (48% in H2O) was slowly added. The reaction was stirred at 0° C. for 45 min and then at RT for 45 min. The mixture was quenched with water and extracted with EtOAc (3×). The combined organic layers were washed wit... The reactants are Cc1ccccc1C=O, O=c1cc(N2CCNCC2)nc[nH]1. Yields the product Cc1ccccc1CN1CCN(c2cc(=O)[nH]cn2)CC1. RXN SMILES: [CH3:14][c:15]1[cH:16][cH:17][cH:18][cH:19][c:20]1[CH:21]=[O:22].[N:1]1([c:7]2[cH:8][c:9](=[O:13])[nH:10][cH:11][n:12]2)[CH2:2][CH2:3][NH:4][CH2:5][CH2:6]1>>[N:1]1([c:7]2[cH:8][c:9](=[O:13])[nH:10][cH:11][n:12]2)[CH2:2][CH2:3][N:4]([CH2:21][c:20]2[c:15]([CH3:14])[cH:16][cH:17][cH:18][cH:19]2)[CH2:5][CH2:6]1. Yields the product COc1ccc(Cn2cnc3cnc(Nc4cnc(C#N)cn4)cc32)cc1. As a reaction SMILES: [CH3:10][C:11]([CH3:12])([O-:13])[CH3:14].[CH3:16][O:17][c:18]1[cH:19][cH:20][c:21]([CH2:22][n:23]2[cH:24][n:25][c:26]3[cH:27][n:28][c:29]([Br:32])[cH:30][c:31]23)[cH:33][cH:34]1.[CH3:40][c:41]1[cH:42][cH:43][cH:44][cH:45][cH:46]1.[NH2:1][c:2]1[n:3][cH:4][c:5]([C:8]#[N:9])[n:6][cH:7]1.[Na+:15].[O-:48][C:49]([CH3:50])=[O:51].[O-:52][C:53]([CH3:54])=[O:55].[O:35]=[CH:36][N:37]([CH3:38])[CH3:39].[Pd+2:47]>>[NH:1]([c:2]1[n:3][cH:4][c:5]([C:8]#[N:9])[n:6][cH:7]1)[c:29]1[n:28][cH:27][c:26]2[n:25][cH:24][n:23]([CH2:22][c:21]3[cH:20][cH:19][c:18]([O:17][CH3:16])[cH:34][cH:33]3)[c:31]2[cH:30]1. Reactants: CC(C)(C)[O-], COc1ccc(Cn2cnc3cnc(Br)cc32)cc1, Cc1ccccc1, N#Cc1cnc(N)cn1, [Na+], CC(=O)[O-], CC(=O)[O-], CN(C)C=O, [Pd+2].